Task: describe an organic reaction: reactants, conditions, products, and yield. Dataset: the Open Reaction Database (ORD), a public repository of structured organic reaction records Reactants: C1(CC1)NC(=O)[C@H]1[C@@H]2C=C[C@H]([C@H]1NC1=C(C(=NC=C1Cl)N)N)C2 ((1S,2S,3R,4R)-3-(2,3-Diamino-5-chloro-pyridin-4-ylamino)-bicyclo[2.2.1]hept-5-ene-2-carboxylic acid cyclopropylamide), ClC=1N=C(SC1C=O)N1CCCC1 (4-Chloro-2-pyrrolidin-1-yl-thiazole-5-carbaldehyde), C(C)(=O)[O-].[NH4+] (Ammonium acetate). Yields the product C1(CC1)NC(=O)[C@H]1[C@@H]2C=C[C@H]([C@H]1NC1=C3C(=NC=C1Cl)NC(=N3)C3=C(N=C(S3)N3CCCC3)Cl)C2 ((1S,2S,3R,4R)-3-[6-Chloro-2-(4-chloro-2-pyrrolidin-1-yl-thiazol-5-yl)-3H-imidazo[4,5-b]pyridin-7-ylamino]-bicyclo[2.2.1]hept-5-ene-2-carboxylic acid cyclopropylamide). Isolated yield 8.2%. As a reaction SMILES: [CH:1]1([NH:4][C:5]([C@@H:7]2[C@H:12]([NH:13][C:14]3[C:19]([Cl:20])=[CH:18][N:17]=[C:16]([NH2:21])[C:15]=3[NH2:22])[C@@H:11]3[CH2:23][C@H:8]2[CH:9]=[CH:10]3)=[O:6])[CH2:3][CH2:2]1.[Cl:24][C:25]1[N:26]=[C:27]([N:32]2[CH2:36][CH2:35][CH2:34][CH2:33]2)[S:28][C:29]=1[CH:30]=O.C([O-])(=O)C.[NH4+]>>[CH:1]1([NH:4][C:5]([C@@H:7]2[C@H:12]([NH:13][C:14]3[C:19]([Cl:20])=[CH:18][N:17]=[C:16]4[NH:21][C:30]([C:29]5[S:28][C:27]([N:32]6[CH2:36][CH2:35][CH2:34][CH2:33]6)=[N:26][C:25]=5[Cl:24])=[N:22][C:15]=34)[C@@H:11]3[CH2:23][C@H:8]2[CH:9]=[CH:10]3)=[O:6])[CH2:3][CH2:2]1 |f:2.3|. Procedure: In a similar fashion to Compound LXXXVII, (1S,2S,3R,4R)-3-(2,3-Diamino-5-chloro-pyridin-4-ylamino)-bicyclo[2.2.1]hept-5-ene-2-carboxylic acid cyclopropylamide (200 mg, 0.6 mmol), 4-Chloro-2-pyrrolidin-1-yl-thiazole-5-carbaldehyde (162.28 mg, 0.74892 mmol), and Ammonium acetate (92.439 mg, 1.1992 mmol) were reacted to produce 26.23 mg (8%) of the title compound. (300 MHz, DMSO-d6) 12.68 (s, 1H), 8.31 (s, 1H), 7.94 (s, 1H), 6.93 (s, 1H), 6.38-6.31 (m, 2H), 4.99 (t, J=17 Hz, 8.5 Hz, 1H), 3.44 (m, 4... Reactants: O (Water), C([O-])([O-])=O.[K+].[K+] (potassium carbonate), C(C1=CC=CC=C1)Br (benzyl bromide), OC1=CC(=C(C(=O)OC)C=C1[N+](=O)[O-])C (Methyl 4-hydroxy-2-methyl-5-nitrobenzoate). The solvent is CN(C=O)C (dimethylformamide). Run at temperature 70 celsius, time 4 hour. Product: C(C1=CC=CC=C1)OC1=CC(=C(C(=O)OC)C=C1[N+](=O)[O-])C (Methyl 4-(benzyloxy)-2-methyl-5-nitrobenzoate). The yield is 70.6%. As a reaction SMILES: [OH:1][C:2]1[C:11]([N+:12]([O-:14])=[O:13])=[CH:10][C:5]([C:6]([O:8][CH3:9])=[O:7])=[C:4]([CH3:15])[CH:3]=1.C(=O)([O-])[O-].[K+].[K+].[CH2:22](Br)[C:23]1[CH:28]=[CH:27][CH:26]=[CH:25][CH:24]=1.O>CN(C)C=O>[CH2:22]([O:1][C:2]1[C:11]([N+:12]([O-:14])=[O:13])=[CH:10][C:5]([C:6]([O:8][CH3:9])=[O:7])=[C:4]([CH3:15])[CH:3]=1)[C:23]1[CH:28]=[CH:27][CH:26]=[CH:25][CH:24]=1 |f:1.2.3|. Procedure: Methyl 4-hydroxy-2-methyl-5-nitrobenzoate (12.9 g) was dissolved in dimethylformamide (200 ml), and thereto were added potassium carbonate (20.1 g) and benzyl bromide (13.7 g), and the mixture was stirred at 70° C. for 4 hours. Water was added to the reaction mixture, and extracted with ethyl acetate. The obtained organic layer was washed with 1N aqueous hydrochloric acid solution, and saturated aqueous sodium chloride solution, dried over sodium sulfate, and the organic layer was concentrated u... The reactants are FC=1C=C(C=CC1OC1=C2C(=NC=C1)C=C(S2)C=2N=CN(C2)CCOC)N (3-Fluoro-4-(2-(1-(2-methoxyethyl)-1H-imidazol-4-yl)thieno[3,2-b]pyridin-7-yloxy)benzenamine), COC1=C(C=CC=C1)CC(=O)N=C=S (2-(2-methoxyphenyl)acetyl isothiocyanate), C(C)N1C=NC(=C1C)C1=CC2=NC=CC(=C2S1)OC1=C(C=C(C=C1)NC(=S)NC(CC1=C(C=CC=C1)OC)=O)F (1-(4-(2-(1-Ethyl-5-methyl-1H-imidazol-4-yl)thieno[3,2-b]pyridin-7-yloxy)-3-fluorophenyl)-3-(2-(2-methoxyphenyl)acetyl)thiourea), amine. Yields the product FC=1C=C(C=CC1OC1=C2C(=NC=C1)C=C(S2)C=2N=CN(C2)CCOC)NC(=S)NC(CC2=C(C=CC=C2)OC)=O (N-(3-Fluoro-4-(2-(1-(2-methoxyethyl)-1H-imidazol-4-yl)thieno[3,2-b]pyridin-7-yloxy)phenylcarbamothioyl)-2-(2-methoxyphenyl)acetamide), solid. Isolated yield 17.0%. RXN SMILES: [CH2:1]([N:3]1[C:7](C)=[C:6]([C:9]2[S:17][C:16]3[C:11](=[N:12][CH:13]=[CH:14][C:15]=3[O:18][C:19]3[CH:24]=[CH:23][C:22]([NH:25][C:26]([NH:28][C:29](=[O:39])[CH2:30][C:31]4[CH:36]=[CH:35][CH:34]=[CH:33][C:32]=4[O:37][CH3:38])=[S:27])=[CH:21][C:20]=3[F:40])[CH:10]=2)[N:5]=[CH:4]1)[CH3:2].FC1C=C(N)C=C[C:47]=1[O:48]C1C=CN=C2C=C(C3N=CN(CCOC)C=3)SC=12.COC1C=CC=CC=1CC(N=C=S)=O>>[F:40][C:20]1[CH:21]=[C:22]([NH:25][C:26]([NH:28][C:29](=[O:39])[CH2:30][C:31]2[CH:36]=[CH:35][CH:34]=[CH:33][C:32]=2[O:37][CH3:38])=[S:27])[CH:23]=[CH:24][C:19]=1[O:18][C:15]1[CH:14]=[CH:13][N:12]=[C:11]2[CH:10]=[C:9]([C:6]3[N:5]=[CH:4][N:3]([CH2:1][CH2:2][O:48][CH3:47])[CH:7]=3)[S:17][C:16]=12. Procedure: Following the procedure described above for the compound 90 (scheme 17) but replacing the amine 89 with the amine 95 and using 2-(2-methoxyphenyl)acetyl isothiocyanate instead of 2-phenylacetyl isothiocyanate, title compound 96 was obtained as a beige solid (6 mg, 17% yield). 1H NMR (400 MHz, DMSO-d6) δ (ppm) 12.57 (1H, s), 11.77 (1H, s), 8.53 (1H, d, J=5.48 Hz), 8.08 (1H, d, J=12.03 Hz), 8.02 (1H, s), 7.91 (1H, s), 7.76 (1H, s), 7.59-7.52 (2H, m), 7.28-7.21 (2H, m), 6.98 (1H, d, J=8.22 Hz), 6.9... The reactants are potassium-t-butylate, buffer solution, Cl (HCl), NC=1SC=CN1 (2-aminothiazol), C(C)OC(C(F)(F)F)=O (ethyltrifluoroacetate). The solvent is O1CCCC1 (tetrahydrofuran), O1CCCC1 (tetrahydrofuran). Reaction conditions: time 75 minute. Product: FC(C(=O)NC=1SC=CN1)(F)F (2,2,2-Trifluoro-N-thiazol-2-yl-acetamide). Yield: 23.1%. As a reaction SMILES: [NH2:1][C:2]1[S:3][CH:4]=[CH:5][N:6]=1.C([O:9][C:10](=O)[C:11]([F:14])([F:13])[F:12])C.Cl>O1CCCC1>[F:12][C:11]([F:14])([F:13])[C:10]([NH:1][C:2]1[S:3][CH:4]=[CH:5][N:6]=1)=[O:9]. Procedure details: Into a 250 ml three-necked flask equipped with magnetic stirrer, thermometer, dropping funnel and nitrogen inlet, 5.0 g (49.9 mmol) of 2-aminothiazol and 14.3 g (99.85 mmol) of ethyltrifluoroacetate in 100 ml of tetrahydrofuran are introduced. A solution of 14.4 g (124.8 mmol) of potassium-t-butylate in 50 ml of tetrahydrofuran is added dropwise within 15 minutes to the stirred brown solution, whose internal temperature is kept in the range 20-25° C. using an ice bath. Stirring is continued for ... Starting materials: COC=1C=C(C=CC1)S (3-methoxy-benzenethiol), C(C)(C)(C)OC(=O)NC(C(=O)OC)=CC1=CC(=CC=C1)OC (2-tert-Butoxycarbonylamino-3-(3-methoxyphenyl)acrylic acid, methyl ester). Reagents/catalysts: N1CCCCC1 (piperidine). Run in C(C)(=O)OCC (Ethyl acetate). Reaction conditions: temperature 60 celsius. The product is C(C)(C)(C)OC(=O)NC(C(=O)OC)C(SC1=CC(=CC=C1)OC)C1=CC(=CC=C1)OC (2-tert-Butoxycarbonylamino-3-(3-methoxyphenyl)-3-(3-methoxyphenyl-sulfanyl)propionic acid, methyl ester). Reaction SMILES: [CH3:1][O:2][C:3]1[CH:4]=[C:5]([SH:9])[CH:6]=[CH:7][CH:8]=1.[C:10]([O:14][C:15]([NH:17][C:18](=[CH:23][C:24]1[CH:29]=[CH:28][CH:27]=[C:26]([O:30][CH3:31])[CH:25]=1)[C:19]([O:21][CH3:22])=[O:20])=[O:16])([CH3:13])([CH3:12])[CH3:11]>N1CCCCC1.C(OCC)(=O)C>[C:10]([O:14][C:15]([NH:17][CH:18]([CH:23]([C:24]1[CH:29]=[CH:28][CH:27]=[C:26]([O:30][CH3:31])[CH:25]=1)[S:9][C:5]1[CH:6]=[CH:7][CH:8]=[C:3]([O:2][CH3:1])[CH:4]=1)[C:19]([O:21][CH3:22])=[O:20])=[O:16])([CH3:12])([CH3:13])[CH3:11]. Procedure details: A solution of 0.091 g (0.65 mmol) of 3-methoxy-benzenethiol in 4 drops of piperidine is stirred at room temperature for 5 minutes. A quantity of 0.200 g (0.65 mmol) of 2-tert-butoxycarbonylamino-3-(3-methoxyphenyl)acrylic acid, methyl ester of Example 30 is added and the solution is heated at 60° C. for 24 hours. Ethyl acetate (120 mL) is added and the solution is washed with 3×80 mL of 1N sodium hydroxide and brine (80 mL). After drying (magnesium sulfate), the solution is evaporated and the re... Reactants: FC1=C(C=O)C(=CC=N1)I (2-fluoro-4-iodonicotinaldehyde), N(N)C=1C=C(C=CC1)S(=O)(=O)N (3-hydrazinylbenzenesulfonamide). Run in CN1CCCC1=O (NMP). Run at temperature 185 celsius, time 18 hour. Yields the product IC1=C2C(=NC=C1)N(N=C2)C=2C=C(C=CC2)S(=O)(=O)N (3-(4-iodo-1H-pyrazolo[3,4-b]pyridin-1-yl)benzenesulfonamide). Isolated yield 25.4%. As a reaction SMILES: F[C:2]1[N:9]=[CH:8][CH:7]=[C:6]([I:10])[C:3]=1[CH:4]=O.[NH:11]([C:13]1[CH:14]=[C:15]([S:19]([NH2:22])(=[O:21])=[O:20])[CH:16]=[CH:17][CH:18]=1)[NH2:12]>CN1C(=O)CCC1>[I:10][C:6]1[CH:7]=[CH:8][N:9]=[C:2]2[N:11]([C:13]3[CH:14]=[C:15]([S:19]([NH2:22])(=[O:21])=[O:20])[CH:16]=[CH:17][CH:18]=3)[N:12]=[CH:4][C:3]=12. Procedure: To a 45 mL pressure bottle was added 2-fluoro-4-iodonicotinaldehyde (1.05 g, 4.18 mmol), 3-hydrazinylbenzenesulfonamide (800 mg, 4.27 mmol), and anhydrous NMP (15 mL). The reaction mixture was flushed with argon, securely capped, and heated at 185° C. for 6.5 h. The reaction mixture was cooled to room temperature and slowly added to a rapidly stirred solution of diethyl ether (430 mL). The resulting solid material was filtered and the pale yellow Et2O filtrate was allowed to stand for 18 h at ro... Starting materials: C(C)OC=1C=C(C(=O)OC)C=C(C1OC)OCC (methyl 3,5-diethoxy-4-methoxybenzoate), Cl (hydrochloric acid), O (water), [OH-].[Na+] (caustic soda). Solvent: C(C)O (ethanol). Conditions: temperature 70 celsius. Yields the product C(C)OC=1C=C(C(=O)O)C=C(C1OC)OCC (3,5-Diethoxy-4-methoxybenzoic acid). RXN SMILES: [CH2:1]([O:3][C:4]1[CH:5]=[C:6]([CH:11]=[C:12]([O:16][CH2:17][CH3:18])[C:13]=1[O:14][CH3:15])[C:7]([O:9]C)=[O:8])[CH3:2].O.[OH-].[Na+].Cl>C(O)C>[CH2:17]([O:16][C:12]1[CH:11]=[C:6]([CH:5]=[C:4]([O:3][CH2:1][CH3:2])[C:13]=1[O:14][CH3:15])[C:7]([OH:9])=[O:8])[CH3:18] |f:2.3|. Procedure details: 63 g of methyl 3,5-diethoxy-4-methoxybenzoate prepared in Referential Example 2 was dissovled in 200 ml of ethanol and 80 ml of water and 44 g of caustic soda was added thereto. The mixture was heated at 70° C. for 2 hr while stirring, cooled, weakly acidified with dilute hydrochloric acid and extracted with dichloromethane. The organic phase was washed with water and dried over anhydrous magnesium sulfate, and the solvent was then distilled off to prepare 48 g of the crude product (white solid)... As a reaction SMILES: [CH2:1]([O:8][C:9]1[C:10]([C:19]([O:21]C)=[O:20])=[N:11][CH:12]=[C:13]([O:17][CH3:18])[C:14]=1[O:15][CH3:16])[C:2]1[CH:7]=[CH:6][CH:5]=[CH:4][CH:3]=1.[OH-].[Na+].Cl>CO>[CH2:1]([O:8][C:9]1[C:10]([C:19]([OH:21])=[O:20])=[N:11][CH:12]=[C:13]([O:17][CH3:18])[C:14]=1[O:15][CH3:16])[C:2]1[CH:7]=[CH:6][CH:5]=[CH:4][CH:3]=1 |f:1.2|. Solvent: CO (methanol). Product: C(C1=CC=CC=C1)OC=1C(=NC=C(C1OC)OC)C(=O)O (3-Benzyloxy-4,5-dimethoxypicolinic acid). Reactants: [OH-].[Na+] (sodium hydroxide), C(C1=CC=CC=C1)OC=1C(=NC=C(C1OC)OC)C(=O)OC (Methyl 3-benzyloxy-4,5-dimethoxypicolinate), Cl (hydrochloric acid). Reported procedure: Methyl 3-benzyloxy-4,5-dimethoxypicolinate (20 mg) was dissolved in 1 ml of methanol. A 1 N aqueous sodium hydroxide solution (0.33 ml) was added to the solution, and a reaction was allowed to proceed at room temperature for 3 hr. The reaction solution was neutralized with 1 N hydrochloric acid, and was then concentrated under the reduced pressure to give the title compound. Conditions: time 3 hour.